describe an organic reaction: reactants, conditions, products, and yield From a dataset of the Open Reaction Database (ORD), a public repository of structured organic reaction records. The reactants are C(C)OC(C1=CC(=NC(=C1)C)CCC)=O (2-propyl-6-methylisonicotinic acid ethyl ester), Cl (HCl). The product is Cl.C(CC)C=1C=C(C(=O)O)C=C(N1)C (2-propyl-6-methylisonicotinic acid hydrochloride). As a reaction SMILES: C([O:3][C:4](=[O:15])[C:5]1[CH:10]=[C:9]([CH3:11])[N:8]=[C:7]([CH2:12][CH2:13][CH3:14])[CH:6]=1)C.[ClH:16]>>[ClH:16].[CH2:12]([C:7]1[CH:6]=[C:5]([CH:10]=[C:9]([CH3:11])[N:8]=1)[C:4]([OH:15])=[O:3])[CH2:13][CH3:14] |f:2.3|. Procedure details: A solution of 2-propyl-6-methylisonicotinic acid ethyl ester (2.30 g, 11.0 mmol) in 6 N aq. HCl (40 mL) is stirred at 65° C. for 24 h before it is cooled to rt and extracted with diethyl ether (2×50 mL). The aq. phase is evaporated and the residue is dried under HV to give 2-propyl-6-methylisonicotinic acid hydrochloride (2.0 g) as a colourless solid, LC-MS: tR=0.44 min; [M+1]+=180.09; 1H NMR (D6-DMSO): δ 8.02 (s, 1H), 7.99 (s, 1H), 3.04 (t, J=7.5 Hz, 2H), 2.78 (s, 3H), 1.82-1.72 (m, 2H), 0.93 (...